This data is from the Open Reaction Database (ORD), a public repository of structured organic reaction records. The task is: describe an organic reaction: reactants, conditions, products, and yield Reactants: ClCC(=O)C1=C(C=C(C=C1)F)F (2-chloro-2',4'-difluoroacetophenone), C(C)(=O)[O-].[Na+] (sodium acetate), 3L. Reagents/catalysts: [Na+].[I-] (NaI). The solvent is CN(C)C=O (DMF). Reaction conditions: temperature 20 celsius, time 18 hour. Yields the product C(C)(=O)OCC(=O)C1=C(C=C(C=C1)F)F (2-Acetyloxy-1-(2,4-difluorophenyl)ethanone). Yield: 92.2%. As a reaction SMILES: Cl[CH2:2][C:3]([C:5]1[CH:10]=[CH:9][C:8]([F:11])=[CH:7][C:6]=1[F:12])=[O:4].[C:13]([O-:16])(=[O:15])[CH3:14].[Na+]>[Na+].[I-].CN(C=O)C>[C:13]([O:16][CH2:2][C:3]([C:5]1[CH:10]=[CH:9][C:8]([F:11])=[CH:7][C:6]=1[F:12])=[O:4])(=[O:15])[CH3:14] |f:1.2,3.4|. Reported procedure: Add 191 g of 2-chloro-2',4'-difluoroacetophenone (Aldrich Chemical Co.) to a mixture of 246 g of sodium acetate, 3 g of NaI, and 3L of DMF. Stir the mixture at 20° C. for 18 hr. then concentrate it to 1L. Pour the residue into 6L of cold dilute aqueous HCl and extract with EtOAc. Wash the extract with brine, dry it over anhydrous Na2SO4, filter the so-formed mixture, and evaporate the filtrate to leave a residue. Chromatograph the residue on silica gel, eluting with CH2Cl-2-hexane to obtain 198 ... The reactants are C(C=CC1=CC=CC=C1)Br (cinnamyl bromide), C1CCC=2C1C(NC1=C(N2)C=CC=C1)=O (2,3,9,10a-tetrahydrobenzo[b]cyclopenta[1,4]diazepin-10(1H)-one), [H-].[Na+] (sodium hydride), [Cl-].[NH4+] (ammonium chloride). Run in CN(C=O)C (N,N-dimethylformamide), O (water), CN(C=O)C (N,N-dimethylformamide). Reaction conditions: temperature 0 celsius, time 5 minute. Product: C1(=CC=CC=C1)C=CCN1C2=C(N=C3C(C1=O)CCC3)C=CC=C2 (9-(3-phenyl-2-propen-1-yl)-2,3,9,10a-tetrahydrobenzo[b]cyclopenta-[e][1,4]diazepin-10(1H)-one). Reaction SMILES: [CH2:1]1[CH:5]2[C:6](=[O:15])[NH:7][C:8]3[CH:14]=[CH:13][CH:12]=[CH:11][C:9]=3[N:10]=[C:4]2[CH2:3][CH2:2]1.[H-].[Na+].[CH2:18](Br)[CH:19]=[CH:20][C:21]1[CH:26]=[CH:25][CH:24]=[CH:23][CH:22]=1.[Cl-].[NH4+]>CN(C)C=O.O>[C:21]1([CH:20]=[CH:19][CH2:18][N:7]2[C:6](=[O:15])[CH:5]3[CH2:1][CH2:2][CH2:3][C:4]3=[N:10][C:9]3[CH:11]=[CH:12][CH:13]=[CH:14][C:8]2=3)[CH:26]=[CH:25][CH:24]=[CH:23][CH:22]=1 |f:1.2,4.5|. Reported procedure: A solution of 2,3,9,10a-tetrahydrobenzo[b]cyclopenta[1,4]diazepin-10(1H)-one (4.0 g, 20 mmol) in N,N-dimethylformamide (20 mL) was cooled at 0° C. To the solution was added sodium hydride (60% liquid paraffin dispersion, 0.84 g, 21 mmol). The mixture was stirred for 5 minutes at the same temperature and, then for 10 minutes at room temperature. The reaction mixture was cooled to 0° C., to which was added dropwise a solution of cinnamyl bromide (4.7 g, 24 mmol) in N,N-dimethylformamide (5 mL). Th... Starting materials: ClC=1C=C2C(=CN1)NC(=C2)C(=O)O (5-chloro-1H-pyrrolo[2,3-c]pyridine-2-carboxylic acid), CCN(C(C)C)C(C)C (DIPEA), C=1C=CC2=C(C1)N=NN2O (HOBt), CCN=C=NCCCN(C)C (EDCI), C1(=CC=CC=C1)CC(=O)NN (phenylacetic acid hydrazide). Run in CN(C)C=O (DMF). Conditions: time 72 hour. Product: C1(=CC=CC=C1)CC(=O)NNC(=O)C1=CC=2C(=CN=C(C2)Cl)N1 (5-Chloro-1H-pyrrolo[2,3-c]pyridine-2-carboxylic acid N′-phenylacetylhydrazide). Reaction SMILES: [Cl:1][C:2]1[CH:3]=[C:4]2[CH:10]=[C:9]([C:11]([OH:13])=O)[NH:8][C:5]2=[CH:6][N:7]=1.CCN(C(C)C)C(C)C.C1C=CC2N(O)N=NC=2C=1.CCN=C=NCCCN(C)C.[C:44]1([CH2:50][C:51]([NH:53][NH2:54])=[O:52])[CH:49]=[CH:48][CH:47]=[CH:46][CH:45]=1>CN(C=O)C>[C:44]1([CH2:50][C:51]([NH:53][NH:54][C:11]([C:9]2[NH:8][C:5]3=[CH:6][N:7]=[C:2]([Cl:1])[CH:3]=[C:4]3[CH:10]=2)=[O:13])=[O:52])[CH:49]=[CH:48][CH:47]=[CH:46][CH:45]=1. Reported procedure: To a solution of 5-chloro-1H-pyrrolo[2,3-c]pyridine-2-carboxylic acid (Preparation 8, 50 mg, 0.25 mmol) in DMF (10 mL) was added DIPEA (89 μL, 0.51 mmol), HOBt (34 mg, 0.25 mmol), EDCI (63 mg, 0.33 mmol) and phenylacetic acid hydrazide (38 mg, 0.25 mmol) and the mixture was stirred at rt for 72 h. The reaction mixture was partitioned between water (50 mL) and ethyl acetate (3×30 mL). The combined organics were washed with brine (20 mL), dried (MgSO4) and concentrated in vacuo. The crude material... Run in CC(=O)C (acetone). RXN SMILES: [CH3:1][C:2]1[N:7]=[C:6]2[N:8]([CH2:13][C:14]3[CH:19]=[C:18]([CH2:20][CH2:21][CH3:22])[C:17]([OH:23])=[C:16]([CH2:24][CH2:25][CH3:26])[CH:15]=3)[C:9]([CH2:11][CH3:12])=[N:10][C:5]2=[C:4]([CH3:27])[CH:3]=1.Br[C:29]1[CH:34]=[CH:33][CH:32]=[CH:31][C:30]=1[CH2:35][C:36]([O:38][CH3:39])=[O:37].C([O-])([O-])=O.[K+].[K+]>CC(C)=O>[C:36]([CH:35]([C:30]1[CH:31]=[CH:32][CH:33]=[CH:34][CH:29]=1)[O:23][C:17]1[C:16]([CH2:24][CH2:25][CH3:26])=[CH:15][C:14]([CH2:13][N:8]2[C:6]3=[N:7][C:2]([CH3:1])=[CH:3][C:4]([CH3:27])=[C:5]3[N:10]=[C:9]2[CH2:11][CH3:12])=[CH:19][C:18]=1[CH2:20][CH2:21][CH3:22])([O:38][CH3:39])=[O:37] |f:2.3.4|. The reactants are CC1=CC(=C2C(=N1)N(C(=N2)CC)CC2=CC(=C(C(=C2)CCC)O)CCC)C (5,7-dimethyl-2-ethyl-3-[4-hydroxy-3,5-dipropylphenylmethyl]-3H-imidazo[4,5-b]pyridine), BrC1=C(C=CC=C1)CC(=O)OC (methyl 2-bromophenylacetate), C(=O)([O-])[O-].[K+].[K+] (K2CO3). Yields the product C(=O)(OC)C(OC1=C(C=C(C=C1CCC)CN1C(=NC=2C1=NC(=CC2C)C)CC)CCC)C2=CC=CC=C2 (3-[4-(1-carbomethoxy-1-phenylmethoxy)-3,5-dipropylphenylmethyl]-5,7-dimethyl-2-ethyl-3H-imidazo-[4,5-b]pyridine). Procedure: To a solution of (4.72 mmol) of the product of Step G and (5.19 mmol) of methyl 2-bromophenylacetate in 10 mL of acetone was added (9.44 mmol) of K2CO3 and the mixture was stirred and refluxed for 14 hours. The mixture was cooled, filtered and evaporated in vacuo and the residue was purified on a silica gel flash chromatography column to afford a 96% yield of the title compound. The yield is 96.0%. The reactants are [N+](=O)([O-])C=1C=C(C=CC1)S(=O)(=O)N1C=C(C2=CC=CC=C12)CCCC(=O)O (4-[1-(3-nitrobenzenesulfonyl)indol-3-yl]butyric acid). The reagents and catalysts are [Pd] (palladium on carbon). The solvent is O1CCOCC1 (1,4-dioxane), CO (methanol). Run at time 8 hour. Yields the product NC=1C=C(C=CC1)S(=O)(=O)N1C=C(C2=CC=CC=C12)CCCC(=O)O (4-[1-(3-aminobenzenesulfonyl)indol-3-yl]butyric acid). Isolated yield 14.1%. RXN SMILES: [N+:1]([C:4]1[CH:5]=[C:6]([S:10]([N:13]2[C:21]3[C:16](=[CH:17][CH:18]=[CH:19][CH:20]=3)[C:15]([CH2:22][CH2:23][CH2:24][C:25]([OH:27])=[O:26])=[CH:14]2)(=[O:12])=[O:11])[CH:7]=[CH:8][CH:9]=1)([O-])=O>O1CCOCC1.CO.[Pd]>[NH2:1][C:4]1[CH:5]=[C:6]([S:10]([N:13]2[C:21]3[C:16](=[CH:17][CH:18]=[CH:19][CH:20]=3)[C:15]([CH2:22][CH2:23][CH2:24][C:25]([OH:27])=[O:26])=[CH:14]2)(=[O:12])=[O:11])[CH:7]=[CH:8][CH:9]=1. Reported procedure: To a solution of 4-[1-(3-nitrobenzenesulfonyl)indol-3-yl]butyric acid (1.0 g) in 1,4-dioxane (15 ml) and methanol (15 ml) was added 10% palladium on carbon (0.93 g). The mixture was hydrogenolized for 8 hours at room temperature. The catalyst was filtered off and the solvent was removed in vacuo. The residue was purified by a column of silica gel to give a yellow solid of 4-[1-(3-aminobenzenesulfonyl)indol-3-yl]butyric acid (0.13 g). Starting materials: FC1=CC(=C(C=C1[N+](=O)[O-])O)C (4-Fluoro-2-methyl-5-nitrophenol), CC(C)O (2-propanol), C1(=CC=CC=C1)P(C1=NC=CC=C1)C1=CC=CC=C1 (diphenyl-2-pyridylphosphine), N(=NC(=O)OC(C)(C)C)C(=O)OC(C)(C)C (di-tert-butyl azodicarboxylate), Cl (hydrogen chloride). Solvent: O1CCCC1 (tetrahydrofuran), CCOCC (ether). Conditions: time 3 hour. Product: CC(C)OC1=C(C=C(C(=C1)[N+](=O)[O-])F)C (4-Fluoro-2-methyl-5-nitrophenyl 1-methylethyl ether). The yield is 62.4%. As a reaction SMILES: [F:1][C:2]1[C:7]([N+:8]([O-:10])=[O:9])=[CH:6][C:5]([OH:11])=[C:4]([CH3:12])[CH:3]=1.[CH3:13][CH:14](O)[CH3:15].C1(P(C2C=CC=CC=2)C2C=CC=CN=2)C=CC=CC=1.N(C(OC(C)(C)C)=O)=NC(OC(C)(C)C)=O.Cl>O1CCCC1.CCOCC>[CH3:13][CH:14]([O:11][C:5]1[CH:6]=[C:7]([N+:8]([O-:10])=[O:9])[C:2]([F:1])=[CH:3][C:4]=1[CH3:12])[CH3:15]. Reported procedure: A solution of 4-fluoro-2-methyl-5-nitrophenol (D16) (0.85 mmol, 145 mg) in tetrahydrofuran (5 mL) was treated with 2-propanol (0.85 mmol, 51.1 mg, 1 eq), diphenyl-2-pyridylphosphine (1.28 mmol, 335.7 mg, 1.5 eq) and di-tert-butyl azodicarboxylate (1.28 mmol, 293.5 mg, 1.5 eq) under argon at room temperature. The mixture was stirred for 3 h then a solution of hydrogen chloride in ether (1M) was added and the mixture was stirred for 1 h. A gummy precipitate appeared. The mixture was concentrated u... Starting materials: O=C([O-])[O-], CCOC(=O)c1sc2c(F)cncc2c1N, Cc1ccccc1, [Cs+], [Cs+], C[Si](C)(C)c1ccc(OS(=O)(=O)C(F)(F)F)c(F)c1. The product is CCOC(=O)c1sc2c(F)cncc2c1Nc1ccc([Si](C)(C)C)cc1F. RXN SMILES: [C:36](=[O:37])([O-:38])[O-:39].[CH2:1]([CH3:2])[O:3][C:4](=[O:5])[c:6]1[c:7]([NH2:16])[c:8]2[cH:9][n:10][cH:11][c:12]([F:15])[c:13]2[s:14]1.[CH3:42][c:43]1[cH:44][cH:45][cH:46][cH:47][cH:48]1.[Cs+:40].[Cs+:41].[F:17][c:18]1[c:19]([O:28][S:29]([C:30]([F:31])([F:32])[F:33])(=[O:34])=[O:35])[cH:20][cH:21][c:22]([Si:24]([CH3:25])([CH3:26])[CH3:27])[cH:23]1>>[CH2:1]([CH3:2])[O:3][C:4](=[O:5])[c:6]1[c:7]([NH:16][c:19]2[c:18]([F:17])[cH:23][c:22]([Si:24]([CH3:25])([CH3:26])[CH3:27])[cH:21][cH:20]2)[c:8]2[cH:9][n:10][cH:11][c:12]([F:15])[c:13]2[s:14]1.